From a dataset of the Open Reaction Database (ORD), a public repository of structured organic reaction records. describe an organic reaction: reactants, conditions, products, and yield As a reaction SMILES: [C:1]([CH:4]1[CH2:9][CH2:8][CH2:7][N:6]([C:10]([O:12][CH2:13][C:14]2[CH:19]=[CH:18][CH:17]=[CH:16][CH:15]=2)=[O:11])[CH2:5]1)(=[O:3])[CH3:2].[CH3:20][N:21]([CH:23](OC)OC)[CH3:22]>CN(C=O)C>[CH3:20][N:21]([CH3:23])/[CH:22]=[CH:2]/[C:1]([CH:4]1[CH2:9][CH2:8][CH2:7][N:6]([C:10]([O:12][CH2:13][C:14]2[CH:15]=[CH:16][CH:17]=[CH:18][CH:19]=2)=[O:11])[CH2:5]1)=[O:3]. Solvent: CN(C)C=O (DMF). Starting materials: C(C)(=O)C1CN(CCC1)C(=O)OCC1=CC=CC=C1 (benzyl 3-acetylpiperidine-1-carboxylate), CN(C)C(OC)OC (DMF-DMA). Product: CN(/C=C/C(=O)C1CN(CCC1)C(=O)OCC1=CC=CC=C1)C ((E)-benzyl 3-(3-(dimethylamino)acryloyl)piperidine-1-carboxylate). Yield: 110.1%. Procedure: A 250-mL round-bottom flask was charged with a solution of benzyl 3-acetylpiperidine-1-carboxylate (15 g, 54.53 mmol, 1.00 equiv, 95%) in DMF (100 mL). To the mixture was added DMF-DMA (17 g, 141.43 mmol, 2.50 equiv, 99%). The resulting solution was allowed to reflux for about 6 hours. The mixture was then cooled down to room temperature and concentrated on a rotary evaporator affording crude (E)-benzyl 3-(3-(dimethylamino)acryloyl)piperidine-1-carboxylate as brown oil (19 g). Reactants: ClC1=NC2=C(N1COCCOC)C=C(C(=C2Cl)Cl)Cl (2,4,5,6-tetrachloro-1-(2-methoxy-ethoxymethyl)-1H-benzoimidazole), C(=O)([O-])[O-].[Cs+].[Cs+] (Cs2CO3), C(C)OC(=O)C=1C=NNC1 (1H-pyrazole-4-carboxylic acid ethyl ester), CN(C)C=O (DMF). The solvent is CCOC(=O)C (EtOAc). Reaction conditions: temperature 80 celsius. Product: C(C)OC(=O)C=1C=NN(C1)C1=NC2=C(N1COCCOC)C=C(C(=C2Cl)Cl)Cl (1-[4,5,6-Trichloro-1-(2-methoxy-ethoxymethyl)-1H-benzoimidazol-2-yl]-1H-pyrazole-4-carboxylic acid ethyl ester). RXN SMILES: Cl[C:2]1[N:6]([CH2:7][O:8][CH2:9][CH2:10][O:11][CH3:12])[C:5]2[CH:13]=[C:14]([Cl:19])[C:15]([Cl:18])=[C:16]([Cl:17])[C:4]=2[N:3]=1.C([O-])([O-])=O.[Cs+].[Cs+].[CH2:26]([O:28][C:29]([C:31]1[CH:32]=[N:33][NH:34][CH:35]=1)=[O:30])[CH3:27].CN(C=O)C>CCOC(C)=O>[CH2:26]([O:28][C:29]([C:31]1[CH:32]=[N:33][N:34]([C:2]2[N:6]([CH2:7][O:8][CH2:9][CH2:10][O:11][CH3:12])[C:5]3[CH:13]=[C:14]([Cl:19])[C:15]([Cl:18])=[C:16]([Cl:17])[C:4]=3[N:3]=2)[CH:35]=1)=[O:30])[CH3:27] |f:1.2.3|. Procedure details: A mixture of 2,4,5,6-tetrachloro-1-(2-methoxy-ethoxymethyl)-1H-benzoimidazole (0.275 g, 0.80 mmol), Cs2CO3 (0.524 g, 1.61 mmol), 1H-pyrazole-4-carboxylic acid ethyl ester (0.124 g, 0.89 mmol), and DMF (4 mL) was heated to 80° C. for 2 h. The mixture was cooled to 23° C. EtOAc was added and the mixture was washed with brine. The organic layer was dried (MgSO4), filtered, and concentrated under reduced pressure. The residue was purified (FCC) to yield the titled compound as a mixture of regioisome... Reactants: NC1=NC=2C=CC=CC2C2=C1N=C(N2CCO)C (2-(4-amino-2-methyl-1H-imidazo[4,5-c]quinolin-1-yl)ethanol), S(=O)(Cl)Cl (thionyl chloride). Run in ClCCCl (1,2-dichloroethane). Product: ClCCN1C(=NC=2C(=NC=3C=CC=CC3C21)N)C (1-(2-chloroethyl)-2-methyl-1H-imidazo[4,5-c]quinoline-4-amine). Isolated yield 45.3%. RXN SMILES: [NH2:1][C:2]1[C:11]2[N:12]=[C:13]([CH3:18])[N:14]([CH2:15][CH2:16]O)[C:10]=2[C:9]2[CH:8]=[CH:7][CH:6]=[CH:5][C:4]=2[N:3]=1.S(Cl)([Cl:21])=O>ClCCCl>[Cl:21][CH2:16][CH2:15][N:14]1[C:10]2[C:9]3[CH:8]=[CH:7][CH:6]=[CH:5][C:4]=3[N:3]=[C:2]([NH2:1])[C:11]=2[N:12]=[C:13]1[CH3:18]. Procedure: Using the general method of Example 6 Part A except that a solvent (55 mL of 1,2-dichloroethane) was included, 2-(4-amino-2-methyl-1H-imidazo[4,5-c]quinolin-1-yl)ethanol (4.0 g, 16.51 mol) was chlorinated using thionyl chloride (2.41 mL, 33.02 mmol) to provide 3.9 g of 1-(2-chloroethyl)-2-methyl-1H-imidazo[4,5-c]quinoline-4-amine as a fine, white powder. Starting materials: 1-alkene, iso-heptaldehydes, PtCl2, C(CCC)=O (n-butyraldehyde), CC=CCCC (2-hexene), α-olefin, C=CC (propene), CC=CCCC (2-hexene). Product: C=CC.CC=CCCC (Propene 2-Hexene). Reaction SMILES: [CH:1](=O)[CH2:2][CH2:3]C.[CH3:6][CH:7]=[CH:8][CH2:9][CH2:10][CH3:11].C=CC>>[CH2:1]=[CH:2][CH3:3].[CH3:6][CH:7]=[CH:8][CH2:9][CH2:10][CH3:11] |f:3.4|. Reported procedure: The above data confirm that after the initial selective or preferential hydroformylation of the 1-alkene (propene) fraction to n-butyraldehyde is essentially complete (>95% conversion after about 6 hours), the remaining 2-hexene fraction may be hydroformylated to iso-heptaldehydes using the same catalyst solution and the same reaction conditions. In this way, the complex PtCl2 [P(C6H5)3 ]2 -SnCl2 allows sequential hydroformylation of the α-olefin-internal olefin mixture of propene and 2-hexene.